From a dataset of the Open Reaction Database (ORD), a public repository of structured organic reaction records. describe an organic reaction: reactants, conditions, products, and yield Starting materials: C(C1=CC=CC=C1)OC(=O)N1CCN(CC1)C1=NC=CC=C1N (1-[benzyloxycarbonyl]-4-[(3-amino)-2-pyridinyl]piperazine), CCC(CC)=O (3-pentanone), C(C)(=O)O (acetic acid). Run in CO (methanol). The product is C(C1=CC=CC=C1)OC(=O)N1CCN(CC1)C1=NC=CC=C1NC(CC)CC (1-[Benzyloxycarbonyl]-4-[3-(1-ethylpropylamino)-2-pyridinyl]piperazine). RXN SMILES: [CH2:1]([O:8][C:9]([N:11]1[CH2:16][CH2:15][N:14]([C:17]2[C:22]([NH2:23])=[CH:21][CH:20]=[CH:19][N:18]=2)[CH2:13][CH2:12]1)=[O:10])[C:2]1[CH:7]=[CH:6][CH:5]=[CH:4][CH:3]=1.[CH3:24][CH2:25][C:26](=O)[CH2:27][CH3:28].C(O)(=O)C>CO>[CH2:1]([O:8][C:9]([N:11]1[CH2:12][CH2:13][N:14]([C:17]2[C:22]([NH:23][CH:26]([CH2:27][CH3:28])[CH2:25][CH3:24])=[CH:21][CH:20]=[CH:19][N:18]=2)[CH2:15][CH2:16]1)=[O:10])[C:2]1[CH:7]=[CH:6][CH:5]=[CH:4][CH:3]=1. Reported procedure: Following the general procedure of PREPARATION 8 and making non-critical variations but starting with 1-[benzyloxycarbonyl]-4-[(3-amino)-2-pyridinyl]piperazine (PREPARATION 100 10.5 g), 3-pentanone (0.15 g) sodium cyanoborohydride (0.11 g), acetic acid (52.3 ml) and methanol (3.2), the title compound is obtained, NMR (300 MHz, CDCl3) 7.66, 7.38-7.33, 6.90, 6.79, 5.17, 4.21, 3.65, 3.15, 3.04, 1.66-1.46 and 0.93 δ. Yields the product COc1cc(-c2noc(C)n2)c(C(=O)c2ccccc2)c([N+](=O)[O-])c1O. Starting materials: ClCCl, COc1cc(-c2noc(C)n2)c(C(=O)c2ccccc2)cc1O, O=[N+]([O-])O. Reaction SMILES: [CH2:28]([Cl:29])[Cl:30].[OH:1][c:2]1[c:3]([O:22][CH3:23])[cH:4][c:5](-[c:16]2[n:17][o:18][c:19]([CH3:21])[n:20]2)[c:6]([C:8](=[O:9])[c:10]2[cH:11][cH:12][cH:13][cH:14][cH:15]2)[cH:7]1.[OH:24][N+:25]([O-:26])=[O:27]>>[OH:1][c:2]1[c:3]([O:22][CH3:23])[cH:4][c:5](-[c:16]2[n:17][o:18][c:19]([CH3:21])[n:20]2)[c:6]([C:8](=[O:9])[c:10]2[cH:11][cH:12][cH:13][cH:14][cH:15]2)[c:7]1[N+:25](=[O:24])[O-:26]. Starting materials: N(=[N+]=[N-])C(C(CC1=CC=C(O1)C(=O)OCC)C1=CC=C(C=C1)[N+](=O)[O-])C (ethyl 5-{(2RS,3RS)-3-azido-2-(4-nitrophenyl)butyl}-2-furancarboxylate), C1(=CC=CC=C1)P(C1=CC=CC=C1)C1=CC=CC=C1 (triphenylphosphine), C(C)OCC (ethyl ether). The solvent is O1CCCC1 (tetrahydrofuran), O (water), O (water). The product is NC(C(CC1=CC=C(O1)C(=O)OCC)C1=CC=C(C=C1)[N+](=O)[O-])C (ethyl 5-{(2RS,3RS)-3-amino-2-(4-nitrophenyl)butyl}-2-furancarboxylate). Yield: 96.2%. As a reaction SMILES: [N:1]([CH:4]([CH3:26])[CH:5]([C:17]1[CH:22]=[CH:21][C:20]([N+:23]([O-:25])=[O:24])=[CH:19][CH:18]=1)[CH2:6][C:7]1[O:11][C:10]([C:12]([O:14][CH2:15][CH3:16])=[O:13])=[CH:9][CH:8]=1)=[N+]=[N-].C1(P(C2C=CC=CC=2)C2C=CC=CC=2)C=CC=CC=1.C(OCC)C>O1CCCC1.O>[NH2:1][CH:4]([CH3:26])[CH:5]([C:17]1[CH:18]=[CH:19][C:20]([N+:23]([O-:25])=[O:24])=[CH:21][CH:22]=1)[CH2:6][C:7]1[O:11][C:10]([C:12]([O:14][CH2:15][CH3:16])=[O:13])=[CH:9][CH:8]=1. Procedure: 3.24 g of ethyl 5-{(2RS,3RS)-3-azido-2-(4-nitrophenyl)butyl}-2-furancarboxylate was dissolved in a mixed solution of 50 ml of tetrahydrofuran and 5 ml of water, and 2.37 g of triphenylphosphine was added thereto, followed by heating and refluxing for 6 hours. The reaction solution was left to cool to room temperature, and then ethyl ether and water were added thereto for extraction. The organic layer was washed with a saturated sodium chloride aqueous solution and then dried over anhydrous magne... Reactants: C1(=CC=CC=C1)C(C(O)C=1SC(=CC1)C1=CC=CC=C1)C (2-phenyl-1-(5-phenylthien-2-yl)-1-propanol). The solvent is Cl (hydrochloric acid). Yields the product C1(=CC=CC=C1)C(=CC=1SC(=CC1)C1=CC=CC=C1)C (2-phenyl-1-(5-phenylthien-2-yl)-1-propene). The yield is 53.6%. RXN SMILES: [C:1]1([CH:7]([CH3:21])[CH:8]([C:10]2[S:11][C:12]([C:15]3[CH:20]=[CH:19][CH:18]=[CH:17][CH:16]=3)=[CH:13][CH:14]=2)O)[CH:6]=[CH:5][CH:4]=[CH:3][CH:2]=1>Cl>[C:1]1([C:7]([CH3:21])=[CH:8][C:10]2[S:11][C:12]([C:15]3[CH:20]=[CH:19][CH:18]=[CH:17][CH:16]=3)=[CH:13][CH:14]=2)[CH:2]=[CH:3][CH:4]=[CH:5][CH:6]=1. Procedure details: A stirred mixture of 8.0 grams (0.027 mole) of 2-phenyl-1-(5-phenylthien-2-yl)-1-propanol in 100 mL of concentrated hydrochloric acid was heated at reflux for 1.5 hours. The mixture was cooled and extracted with chloroform. The extract was washed with an aqueous solution saturated with sodium chloride and dried over anhydrous magnesium sulfate. The mixture was filtered, and the filtrate was evaporated under reduced pressure yielding a solid residue. Half of this residue was purified by column ch... Starting materials: CS(=O)C (Dimethyl sulfoxide), CC=1C=C(C(=NC1C)C1=NC=C(C=C1)C)O (5,6,5′-trimethyl-[2,2′]bipyridin-3-ol), ClC1=CC=NC2=CC=CC=C12 (4-chloroquinoline), C([O-])([O-])=O.[Cs+].[Cs+] (cesium carbonate). Run in O (water). Run at temperature 140 celsius, time 5 hour. Yields the product CC=1C=C(C(=NC1C)C1=NC=C(C=C1)C)OC1=CC=NC2=CC=CC=C12 (5,6,5′-Trimethyl-3-(quinolin-4-yloxy)-[2,2′]-bipyridine). The yield is 71.5%. RXN SMILES: CS(C)=O.[CH3:5][C:6]1[CH:7]=[C:8]([OH:20])[C:9]([C:13]2[CH:18]=[CH:17][C:16]([CH3:19])=[CH:15][N:14]=2)=[N:10][C:11]=1[CH3:12].Cl[C:22]1[C:31]2[C:26](=[CH:27][CH:28]=[CH:29][CH:30]=2)[N:25]=[CH:24][CH:23]=1.C(=O)([O-])[O-].[Cs+].[Cs+]>O>[CH3:5][C:6]1[CH:7]=[C:8]([O:20][C:22]2[C:31]3[C:26](=[CH:27][CH:28]=[CH:29][CH:30]=3)[N:25]=[CH:24][CH:23]=2)[C:9]([C:13]2[CH:18]=[CH:17][C:16]([CH3:19])=[CH:15][N:14]=2)=[N:10][C:11]=1[CH3:12] |f:3.4.5|. Procedure details: Dimethyl sulfoxide (2 ml) was added to 5,6,5′-trimethyl-[2,2′]bipyridin-3-ol (50 mg), 4-chloroquinoline (115 mg), and cesium carbonate (228 mg), and the mixture was stirred at 140° C. for 5 hr. The reaction solution was cooled to room temperature, water was then added to the reaction solution, and the mixture was extracted with ethyl acetate. The ethyl acetate layer was washed with water and was dried over anhydrous sodium sulfate. The solvent was removed by distillation under the reduced pressu... Reactants: C(C)(=O)OC[C@H]1CC[C@@]2(CC(CC[C@]12C)=O)O ((1S,3aS,7aR)-1-acetoxymethyl-3a-hydroxy-7a-methyl-5-perhydroindenone), [BH4-].[Na+] (NaBH4). Solvent: CO (methanol), NaH2PO4.H2O. Conditions: time 1 hour. Yields the product C(C)(=O)OC[C@H]1CC[C@@]2(C[C@H](CC[C@]12C)O)O ((1S,3aS,5S,7aR)-1-acetoxymethyl-7a-methylperhydroinden-3a,5-diol). Isolated yield 43.2%. RXN SMILES: [C:1]([O:4][CH2:5][C@@H:6]1[C@:14]2([CH3:15])[C@@:9]([OH:17])([CH2:10][C:11](=[O:16])[CH2:12][CH2:13]2)[CH2:8][CH2:7]1)(=[O:3])[CH3:2].[BH4-].[Na+]>CO>[C:1]([O:4][CH2:5][C@@H:6]1[C@:14]2([CH3:15])[C@@:9]([OH:17])([CH2:10][C@@H:11]([OH:16])[CH2:12][CH2:13]2)[CH2:8][CH2:7]1)(=[O:3])[CH3:2] |f:1.2|. Reported procedure: To a solution of 5.00 g of (1S,3aS,7aR)-1-acetoxymethyl-3a-hydroxy-7a-methyl-5-perhydroindenone (see Prepn. 3) in 50 ml of methanol cooled at 0° C., 0.77 g of NaBH4 were added and the mixture was stirred for 1 hr. It was then diluted with 10 ml of 5% aqueous NaH2PO4.H2O, concentrated in vacuo and extracted with ethyl acetate. The organic layer was dried over sodium sulfate and evaporated to dryness under reduced pressure. The residue was purified by flash-chromatography (SiO2) with n-hexane/chlo... Reactants: NC1=C(C=CC=C1)O (2-aminophenol), NC1=C(C=CC(=C1)C1=CC=CC=C1)O (2-amino-4-phenylphenol), CN(C)C (trimethylamine). The solvent is C(C)O (ethanol). Yields the product C1(=CC=CC=C1)C=1C=CC2=C(NC(O2)=C(C#N)C#N)C1 ((5-phenyl-2-benzoxazolinylidene)malononitrile). RXN SMILES: [NH2:1][C:2]1C=CC=[CH:4][C:3]=1O.[NH2:9][C:10]1[CH:15]=[C:14]([C:16]2[CH:21]=[CH:20][CH:19]=[CH:18][CH:17]=2)[CH:13]=[CH:12][C:11]=1[OH:22].C[N:24]([CH3:26])C>C(O)C>[C:16]1([C:14]2[CH:13]=[CH:12][C:11]3[O:22][C:4](=[C:3]([C:26]#[N:24])[C:2]#[N:1])[NH:9][C:10]=3[CH:15]=2)[CH:21]=[CH:20][CH:19]=[CH:18][CH:17]=1. Reported procedure: The procedure described in Example 1 is repeated using, instead of 2-aminophenol, an equivalent amount of 2-amino-4-phenylphenol in ethanol and holding the mixture under reflux in the presence of 1 ml. of trimethylamine for 60 hours. The crude product is crystallized from acetone to obtain (5-phenyl-2-benzoxazolinylidene)malononitrile of melting point ca. 236° C. (dec.).